Dataset: the Open Reaction Database (ORD), a public repository of structured organic reaction records. Task: describe an organic reaction: reactants, conditions, products, and yield Starting materials: FC1=CC=C(CNC(C(=O)O[C@H]2CN3CCC2CC3)C3=CC=CC=C3)C=C1 ((R)-quinuclidin-3-yl 2-(4-fluorobenzylamino)-2-phenylacetate), BrCC(=O)C1=CC=CC=C1 (2-bromo-1-phenylethanone). Run in C(C)(=O)OCC (ethyl acetate). Reaction conditions: time 8 hour. The product is [Br-].FC1=CC=C(CNC(C(=O)O[C@H]2C[N+]3(CCC2CC3)CC(C3=CC=CC=C3)=O)C3=CC=CC=C3)C=C1 ((R)-3-[2-(4-fluoro-benzylamino)-2-phenyl-acetoxy]-1-(2-oxo-2-phenyl-ethyl)-1-azonia-bicyclo[2.2.2]octane bromide). Yield: 36.3%. As a reaction SMILES: [F:1][C:2]1[CH:27]=[CH:26][C:5]([CH2:6][NH:7][CH:8]([C:20]2[CH:25]=[CH:24][CH:23]=[CH:22][CH:21]=2)[C:9]([O:11][C@@H:12]2[CH:17]3[CH2:18][CH2:19][N:14]([CH2:15][CH2:16]3)[CH2:13]2)=[O:10])=[CH:4][CH:3]=1.[Br:28][CH2:29][C:30]([C:32]1[CH:37]=[CH:36][CH:35]=[CH:34][CH:33]=1)=[O:31]>C(OCC)(=O)C>[Br-:28].[F:1][C:2]1[CH:27]=[CH:26][C:5]([CH2:6][NH:7][CH:8]([C:20]2[CH:21]=[CH:22][CH:23]=[CH:24][CH:25]=2)[C:9]([O:11][C@@H:12]2[CH:17]3[CH2:16][CH2:15][N+:14]([CH2:29][C:30](=[O:31])[C:32]4[CH:37]=[CH:36][CH:35]=[CH:34][CH:33]=4)([CH2:19][CH2:18]3)[CH2:13]2)=[O:10])=[CH:4][CH:3]=1 |f:3.4|. Reported procedure: A mixture of (R)-quinuclidin-3-yl 2-(4-fluorobenzylamino)-2-phenylacetate (C78) (61 mg, 0.17 mmol) and 2-bromo-1-phenylethanone (33.0 mg, 0.17 mmol) in ethyl acetate (3 mL) is stirred at RT overnight. The solid is collected by suction filtration and washed with Et2O. The product is further purified by flash chromatography (DCM/MeOH=95/5 to 92/8) to obtain the title compound as a white solid (35 mg, 37% yield, bromide salt, mixture of diastereoisomers).